From a dataset of the Open Reaction Database (ORD), a public repository of structured organic reaction records. describe an organic reaction: reactants, conditions, products, and yield Reaction SMILES: Cl[C:2]1[C:11]2[C:6](=[CH:7][C:8]([O:12][CH3:13])=[CH:9][CH:10]=2)[CH:5]=[C:4]([NH:14][C:15]2[CH:19]=[CH:18][NH:17][N:16]=2)[N:3]=1.[F:20][C:21]1[CH:26]=[CH:25][C:24]([OH:27])=[CH:23][CH:22]=1>>[F:20][C:21]1[CH:26]=[CH:25][C:24]([O:27][C:2]2[C:11]3[C:6](=[CH:7][C:8]([O:12][CH3:13])=[CH:9][CH:10]=3)[CH:5]=[C:4]([NH:14][C:15]3[CH:19]=[CH:18][NH:17][N:16]=3)[N:3]=2)=[CH:23][CH:22]=1. Product: FC1=CC=C(OC2=NC(=CC3=CC(=CC=C23)OC)NC2=NNC=C2)C=C1 ([1-(4-fluoro-phenoxy)-6-methoxy-isoquinolin-3-yl]-(1H-pyrazol-3-yl)-amine). Reported procedure: Similar procedure as described in example 10 was used, starting from (1-chloro-6-methoxy-isoquinolin-3-yl)-(1H-pyrazol-3-yl)-amine and 4-fluoro-phenol to give [1-(4-fluoro-phenoxy)-6-methoxy-isoquinolin-3-yl]-(1H-pyrazol-3-yl)-amine. LC-MS m/e 351(MH+). Starting materials: ClC1=NC(=CC2=CC(=CC=C12)OC)NC1=NNC=C1 ((1-chloro-6-methoxy-isoquinolin-3-yl)-(1H-pyrazol-3-yl)-amine), FC1=CC=C(C=C1)O (4-fluoro-phenol). Reactants: S1C=NC2=C1C=CC(=C2)O (benzo[d]thiazol-5-ol), BrCCCCBr (1,4-dibromobutane), C(=O)([O-])[O-].[K+].[K+] (K2CO3). Solvent: CCO (EtOH). Run at time 8 hour. Product: BrCCCCOC=1C=CC2=C(N=CS2)C1 (5-(4-bromobutoxy)benzo[d]thiazole). Isolated yield 27.0%. As a reaction SMILES: [S:1]1[C:5]2[CH:6]=[CH:7][C:8]([OH:10])=[CH:9][C:4]=2[N:3]=[CH:2]1.[Br:11][CH2:12][CH2:13][CH2:14][CH2:15]Br.C([O-])([O-])=O.[K+].[K+]>CCO>[Br:11][CH2:12][CH2:13][CH2:14][CH2:15][O:10][C:8]1[CH:7]=[CH:6][C:5]2[S:1][CH:2]=[N:3][C:4]=2[CH:9]=1 |f:2.3.4|. Reported procedure: A mixture of intermediate 25 (206 mg, 1.4 mmol), 1,4-dibromobutane (0.5 mL, 4.2 mmol) and anhydrous K2CO3 (193 mg, 1.4 mmol) in EtOH (20 mL) was heated to reflux and stirred overnight. The yellow solid was filtered and purified by column chromatography (elution with PE/EtOAc=4:1) to afford 5-(4-bromobutoxy)benzo[d]thiazole (intermediate 26) (108 mg, 39%) as a yellow oil. HPLC: 99%, RT 3.426 min. MS (ESI) m/z 288.0 [M+H]+. Reported procedure: A 25 mL round-bottom flask fitted with a magnetic stirrer was charged with 225 mg (1.0 mmol) of cystamine dihydrochloride, 409 mg (2.2 mmol) 2,4-dinitrofluorobenzene, 25 mg of K2CO3, and 10 mL of H2O. The mixture then stirred in a 75° C. oil bath for 18 h. After cooling, the solvent was decanted from a yellow insoluble sludge. The sludge crystallized on trituration with 10 mL of CH2Cl2. The yellow crystals were washed with additional CH2Cl2 and recrystallized from 0.5 mL of 15:85 H2O/DMF. The is... Reactants: Cl.Cl.NCCSSCCN (cystamine dihydrochloride), [N+](=O)([O-])C1=C(C=CC(=C1)[N+](=O)[O-])F (2,4-dinitrofluorobenzene), C(=O)([O-])[O-].[K+].[K+] (K2CO3). Conditions: temperature 75 celsius, time 18 hour. Yields the product [N+](=O)([O-])C1=C(C=CC(=C1)[N+](=O)[O-])NCCSSCCNC1=C(C=C(C=C1)[N+](=O)[O-])[N+](=O)[O-] (N,N'-bis (2,4-dinitrophenyl)cystamine). Reaction SMILES: Cl.Cl.[NH2:3][CH2:4][CH2:5][S:6][S:7][CH2:8][CH2:9][NH2:10].[N+:11]([C:14]1[CH:19]=[C:18]([N+:20]([O-:22])=[O:21])[CH:17]=[CH:16][C:15]=1F)([O-:13])=[O:12].C([O-])([O-])=O.[K+].[K+]>O>[N+:11]([C:14]1[CH:19]=[C:18]([N+:20]([O-:22])=[O:21])[CH:17]=[CH:16][C:15]=1[NH:3][CH2:4][CH2:5][S:6][S:7][CH2:8][CH2:9][NH:10][C:15]1[CH:16]=[CH:17][C:18]([N+:20]([O-:22])=[O:21])=[CH:19][C:14]=1[N+:11]([O-:13])=[O:12])([O-:13])=[O:12] |f:0.1.2,4.5.6|. Run in O (H2O). Starting materials: Cl (hydrochloric acid), ClC1=CC(=C(C=C1C)O)[N+](=O)[O-] (4-chloro-5-methyl-2-nitrophenol). The solvent is O (water). The product is ClC1=C(C=C(C=C1)O)C (4-chloro-3-methylphenol). RXN SMILES: Cl.[Cl:2][C:3]1[C:8]([CH3:9])=[CH:7][C:6]([OH:10])=[C:5]([N+]([O-])=O)[CH:4]=1>O>[Cl:2][C:3]1[CH:4]=[CH:5][C:6]([OH:10])=[CH:7][C:8]=1[CH3:9]. Procedure details: To 160 ml of methanol, there were added 37.9 g of the 4'-chloro-5'-methyl-2'-nitrophenyl methanesulfonate as obtained in the above (ii) and 80 ml of a 7N aqueous solution of sodium hydroxide, followed by heating under reflux for 20 minutes. After cooling, the reaction mixture was poured into 500 ml of water and neutralized with hydrochloric acid. The crystals thus precipitated were filtered and recrystallized from acetone to give thereby 10.4 g (55 mmol) of 4-chloro-5-methyl-2-nitrophenol as yel...